Dataset: the Open Reaction Database (ORD), a public repository of structured organic reaction records. Task: describe an organic reaction: reactants, conditions, products, and yield Reactants: CC(C)(C)O, COC(=O)C1C(NC(=O)OCc2ccccc2)C(=O)N1Cc1ccc(OC)cc1OC, COc1ccc(CO)cc1, COC(=O)C1C(NC(=O)OCc2ccc(OC)cc2)C(=O)N1Cc1ccc(OC)cc1OC, OCc1ccccc1, OCC(Cl)(Cl)Cl. Product: COC(=O)C1C(NC(=O)OCC(Cl)(Cl)Cl)C(=O)N1Cc1ccc(OC)cc1OC. Reaction SMILES: [C:89]([OH:90])([CH3:91])([CH3:92])[CH3:93].[CH2:58]([O:59][C:60]([NH:61][CH:62]1[C:63](=[O:64])[N:65]([CH2:66][c:67]2[cH:68][cH:69][c:70]([O:71][CH3:72])[cH:73][c:74]2[O:75][CH3:76])[CH:77]1[C:78]([O:79][CH3:80])=[O:81])=[O:82])[c:83]1[cH:84][cH:85][cH:86][cH:87][cH:88]1.[CH3:1][O:2][c:3]1[cH:4][cH:5][c:6]([CH2:7][OH:8])[cH:9][cH:10]1.[CH3:25][O:26][c:27]1[cH:28][cH:29][c:30]([CH2:31][O:32][C:33](=[O:34])[NH:35][CH:36]2[CH:37]([C:52](=[O:53])[O:54][CH3:55])[N:38]([CH2:41][c:42]3[c:43]([O:50][CH3:51])[cH:44][c:45]([O:48][CH3:49])[cH:46][cH:47]3)[C:39]2=[O:40])[cH:56][cH:57]1.[OH:11][CH2:12][c:13]1[cH:14][cH:15][cH:16][cH:17][cH:18]1.[OH:19][CH2:20][C:21]([Cl:22])([Cl:23])[Cl:24]>>[O:19]([CH2:20][C:21]([Cl:22])([Cl:23])[Cl:24])[C:33](=[O:32])[NH:35][CH:36]1[CH:37]([C:52](=[O:53])[O:54][CH3:55])[N:38]([CH2:41][c:42]2[c:43]([O:50][CH3:51])[cH:44][c:45]([O:48][CH3:49])[cH:46][cH:47]2)[C:39]1=[O:40]. Reactants: Cl.C1(CCCCC1)NN (cyclohexyl hydrazine hydrochloride), product, C(C)OC(C(C(C)=O)C(C)=O)=O (2-acetyl-3-oxobutyric acid ethyl ester), N1=CC=CC=C1 (pyridine). Run in C(C)O (ethanol). Yields the product C(C)OC(=O)C=1C(=NN(C1C)C1CCCCC1)C (1-cyclohexyl-3,5-dimethyl-1H-pyrazole-4-carboxylic acid ethyl ester). RXN SMILES: Cl.[CH:2]1([NH:8][NH2:9])[CH2:7][CH2:6][CH2:5][CH2:4][CH2:3]1.[CH2:10]([O:12][C:13](=[O:21])[CH:14]([C:18](=O)[CH3:19])[C:15](=O)[CH3:16])[CH3:11].N1C=CC=CC=1>C(O)C>[CH2:10]([O:12][C:13]([C:14]1[C:15]([CH3:16])=[N:9][N:8]([CH:2]2[CH2:7][CH2:6][CH2:5][CH2:4][CH2:3]2)[C:18]=1[CH3:19])=[O:21])[CH3:11] |f:0.1|. Procedure details: Similar to Example 1, equimolar amounts of cyclohexyl hydrazine hydrochloride and 2-acetyl-3-oxobutyric acid ethyl ester were combined in a solution of 50% pyridine in ethanol. Analysis confirmed synthesis of the named product (m.p. 66° C.–67° C.). Reactants: O=C([O-])[O-], CCO, COC(=O)Cc1c[nH]c2ccc(Br)cc12, Cc1cc(O)ccc1B1OC(C)(C)C(C)(C)O1, Cl, [K+], [K+], CN(C)C=O, O, c1ccc(P(c2ccccc2)(c2ccccc2)[Pd](P(c2ccccc2)(c2ccccc2)c2ccccc2)(P(c2ccccc2)(c2ccccc2)c2ccccc2)P(c2ccccc2)(c2ccccc2)c2ccccc2)cc1. Product: COC(=O)Cc1c[nH]c2ccc(-c3ccc(O)cc3C)cc12. Reaction SMILES: [C:33](=[O:34])([O-:35])[O-:36].[CH3:118][CH2:119][OH:120].[CH3:18][O:19][C:20]([CH2:21][c:22]1[cH:23][nH:24][c:25]2[cH:26][cH:27][c:28]([Br:31])[cH:29][c:30]12)=[O:32].[CH3:1][c:2]1[cH:3][c:4]([OH:17])[cH:5][cH:6][c:7]1[B:8]1[O:9][C:10]([CH3:11])([CH3:12])[C:13]([CH3:14])([CH3:15])[O:16]1.[ClH:39].[K+:37].[K+:38].[O:121]=[CH:122][N:123]([CH3:124])[CH3:125].[OH2:40].[cH:41]1[cH:42][cH:43][c:44]([P:45]([Pd:46]([P:47]([c:48]2[cH:49][cH:50][cH:51][cH:52][cH:53]2)([c:54]2[cH:55][cH:56][cH:57][cH:58][cH:59]2)[c:60]2[cH:61][cH:62][cH:63][cH:64][cH:65]2)([P:66]([c:67]2[cH:68][cH:69][cH:70][cH:71][cH:72]2)([c:73]2[cH:74][cH:75][cH:76][cH:77][cH:78]2)[c:79]2[cH:80][cH:81][cH:82][cH:83][cH:84]2)[P:85]([c:86]2[cH:87][cH:88][cH:89][cH:90][cH:91]2)([c:92]2[cH:93][cH:94][cH:95][cH:96][cH:97]2)[c:98]2[cH:99][cH:100][cH:101][cH:102][cH:103]2)([c:104]2[cH:105][cH:106][cH:107][cH:108][cH:109]2)[c:110]2[cH:111][cH:112][cH:113][cH:114][cH:115]2)[cH:116][cH:117]1>>[CH3:1][c:2]1[cH:3][c:4]([OH:17])[cH:5][cH:6][c:7]1-[c:28]1[cH:27][cH:26][c:25]2[nH:24][cH:23][c:22]([CH2:21][C:20]([O:19][CH3:18])=[O:32])[c:30]2[cH:29]1. Starting materials: CC(=O)Cl, CCOC(C)=O, ClC(Cl)Cl, COc1cc(C=C2SC(N3CCNCC3)=NC2=O)ccc1OCc1ccc(C(F)(F)F)cc1C(F)(F)F. Yields the product COc1cc(C=C2SC(N3CCN(C(C)=O)CC3)=NC2=O)ccc1OCc1ccc(C(F)(F)F)cc1C(F)(F)F. Reaction SMILES: [CH3:42][C:43]([Cl:44])=[O:45].[CH3:46][CH2:47][O:48][C:49]([CH3:50])=[O:51].[CH:38]([Cl:39])([Cl:40])[Cl:41].[F:1][C:2]([c:3]1[c:4]([CH2:5][O:6][c:7]2[c:8]([O:26][CH3:27])[cH:9][c:10]([CH:13]=[C:14]3[C:15](=[O:25])[N:16]=[C:17]([N:19]4[CH2:20][CH2:21][NH:22][CH2:23][CH2:24]4)[S:18]3)[cH:11][cH:12]2)[cH:28][cH:29][c:30]([C:32]([F:33])([F:34])[F:35])[cH:31]1)([F:36])[F:37]>>[F:1][C:2]([c:3]1[c:4]([CH2:5][O:6][c:7]2[c:8]([O:26][CH3:27])[cH:9][c:10]([CH:13]=[C:14]3[C:15](=[O:25])[N:16]=[C:17]([N:19]4[CH2:20][CH2:21][N:22]([C:43]([CH3:42])=[O:45])[CH2:23][CH2:24]4)[S:18]3)[cH:11][cH:12]2)[cH:28][cH:29][c:30]([C:32]([F:33])([F:34])[F:35])[cH:31]1)([F:36])[F:37]. The product is CC(C)(C)OC(=O)N1CCN(c2cccc3cnccc23)CC1. Reactants: Brc1cccc2cnccc12, CC(C)(C)OC(=O)N1CCNCC1, CC(=O)[O-], CC(=O)[O-], CC(C)(C)[O-], Cc1ccccc1, CCOC(C)=O, [Na+], [Pd+2]. Reaction SMILES: [Br:1][c:2]1[c:3]2[cH:4][cH:5][n:6][cH:7][c:8]2[cH:9][cH:10][cH:11]1.[C:12]([CH3:13])([CH3:14])([CH3:15])[O:16][C:17](=[O:18])[N:19]1[CH2:20][CH2:21][NH:22][CH2:23][CH2:24]1.[C:44]([O-:45])(=[O:46])[CH3:47].[C:49]([O-:50])(=[O:51])[CH3:52].[CH3:25][C:26]([CH3:27])([O-:28])[CH3:29].[CH3:31][c:32]1[cH:33][cH:34][cH:35][cH:36][cH:37]1.[CH3:38][CH2:39][O:40][C:41](=[O:42])[CH3:43].[Na+:30].[Pd+2:48]>>[c:2]1([N:22]2[CH2:21][CH2:20][N:19]([C:17]([O:16][C:12]([CH3:13])([CH3:14])[CH3:15])=[O:18])[CH2:24][CH2:23]2)[c:3]2[cH:4][cH:5][n:6][cH:7][c:8]2[cH:9][cH:10][cH:11]1. Starting materials: O=C(CBr)c1ccccc1, O=C([O-])[O-], COc1ccccc1O, CC(C)=O, [K+], [K+]. Product: COc1ccccc1OCC(=O)c1ccccc1. As a reaction SMILES: [Br:16][CH2:17][C:18](=[O:19])[c:20]1[cH:21][cH:22][cH:23][cH:24][cH:25]1.[C:10](=[O:11])([O-:12])[O-:13].[CH3:1][O:2][c:3]1[cH:4][cH:5][cH:6][cH:7][c:8]1[OH:9].[CH3:26][C:27](=[O:28])[CH3:29].[K+:14].[K+:15]>>[CH3:1][O:2][c:3]1[cH:4][cH:5][cH:6][cH:7][c:8]1[O:9][CH2:17][C:18](=[O:19])[c:20]1[cH:21][cH:22][cH:23][cH:24][cH:25]1. Starting materials: CCCCc1nc(C(F)(F)F)c(CO)n1Cc1ccc(-c2ccccc2-c2nnnn2C(c2ccccc2)(c2ccccc2)c2ccccc2)cc1, Cl, [Na+], C1CCOC1, [OH-], O. Product: CCCCc1nc(C(F)(F)F)c(CO)n1Cc1ccc(-c2ccccc2-c2nnn[nH]2)cc1. RXN SMILES: [CH2:1]([CH2:2][CH2:3][CH3:4])[c:5]1[n:6]([CH2:16][c:17]2[cH:18][cH:19][c:20](-[c:23]3[c:24](-[c:29]4[n:30][n:31][n:32][n:33]4[C:34]([c:35]4[cH:36][cH:37][cH:38][cH:39][cH:40]4)([c:41]4[cH:42][cH:43][cH:44][cH:45][cH:46]4)[c:47]4[cH:48][cH:49][cH:50][cH:51][cH:52]4)[cH:25][cH:26][cH:27][cH:28]3)[cH:21][cH:22]2)[c:7]([CH2:14][OH:15])[c:8]([C:10]([F:11])([F:12])[F:13])[n:9]1.[ClH:56].[Na+:55].[O:57]1[CH2:58][CH2:59][CH2:60][CH2:61]1.[OH-:54].[OH2:53]>>[CH2:1]([CH2:2][CH2:3][CH3:4])[c:5]1[n:6]([CH2:16][c:17]2[cH:18][cH:19][c:20](-[c:23]3[c:24](-[c:29]4[n:30][n:31][n:32][nH:33]4)[cH:25][cH:26][cH:27][cH:28]3)[cH:21][cH:22]2)[c:7]([CH2:14][OH:15])[c:8]([C:10]([F:11])([F:12])[F:13])[n:9]1. Reactants: CC=CCCCNCC=O, CSc1nnc(N=C=O)s1, c1ccccc1. Yields the product CC=CCCCN(CC=O)C(=O)Nc1nnc(SC)s1. Reaction SMILES: [CH2:11]([CH2:12][CH2:13][CH:14]=[CH:15][CH3:16])[NH:17][CH2:18][CH:19]=[O:20].[CH3:1][S:2][c:3]1[n:4][n:5][c:6]([N:8]=[C:9]=[O:10])[s:7]1.[cH:21]1[cH:22][cH:23][cH:24][cH:25][cH:26]1>>[CH3:1][S:2][c:3]1[n:4][n:5][c:6]([NH:8][C:9](=[O:10])[N:17]([CH2:11][CH2:12][CH2:13][CH:14]=[CH:15][CH3:16])[CH2:18][CH:19]=[O:20])[s:7]1.